Dataset: the Open Reaction Database (ORD), a public repository of structured organic reaction records. Task: describe an organic reaction: reactants, conditions, products, and yield The reactants are C(CCC)OC(C1=C(C=C(C=C1)C(F)(F)F)OCCCC)=O (2-Butoxy-4-trifluoromethyl-benzoic acid butyl ester). Solvent: [Li+].[OH-] (LiOH). Product: C(CCC)OC1=C(C(=O)O)C=CC(=C1)C(F)(F)F (2-butoxy-4-trifluoromethyl-benzoic acid). As a reaction SMILES: C([O:5][C:6](=[O:22])[C:7]1[CH:12]=[CH:11][C:10]([C:13]([F:16])([F:15])[F:14])=[CH:9][C:8]=1[O:17][CH2:18][CH2:19][CH2:20][CH3:21])CCC>[Li+].[OH-]>[CH2:18]([O:17][C:8]1[CH:9]=[C:10]([C:13]([F:14])([F:15])[F:16])[CH:11]=[CH:12][C:7]=1[C:6]([OH:22])=[O:5])[CH2:19][CH2:20][CH3:21] |f:1.2|. Reported procedure: 2-Butoxy-4-trifluoromethyl-benzoic acid butyl ester was reacted with 1N LiOH (10 ml) as described above to yield title compound (687 mg). The reactants are NC1=C(C=CC(=C1)Cl)CC(=O)O ((2-Amino-4-chloro-phenyl)-acetic acid), BrC1=CC(=CC=C1)N=C=O (1-bromo-3-isocyanato-benzene). Solvent: N1=CC=CC=C1 (pyridine), C(C)(=O)OCC (ethyl acetate). Reaction conditions: time 90 minute. The product is BrC=1C=C(C=CC1)NC(NC1=C(C=CC(=C1)Cl)CC(=O)O)=O ({2-[3-(3-Bromo-phenyl)-ureido]-4-chloro-phenyl}-acetic acid). The yield is 46.6%. RXN SMILES: [NH2:1][C:2]1[CH:7]=[C:6]([Cl:8])[CH:5]=[CH:4][C:3]=1[CH2:9][C:10]([OH:12])=[O:11].[Br:13][C:14]1[CH:19]=[CH:18][CH:17]=[C:16]([N:20]=[C:21]=[O:22])[CH:15]=1>N1C=CC=CC=1.C(OCC)(=O)C>[Br:13][C:14]1[CH:15]=[C:16]([NH:20][C:21](=[O:22])[NH:1][C:2]2[CH:7]=[C:6]([Cl:8])[CH:5]=[CH:4][C:3]=2[CH2:9][C:10]([OH:12])=[O:11])[CH:17]=[CH:18][CH:19]=1. Reported procedure: 6-Chlorooxindole (2.5 g, 14.9 mmol) was suspended in 50 ml 4 M aqueous NaOH and the mixture was refluxed for 6 hours. The reaction mixture was allowed to cool and the product precipitated and filtered off with suction. The solid was dissolved in water (100 ml) and precipitated with 4 M aqueous HCl at 0° C. The solid was then filtered with suction and dried under vacuum to yield 2.0 g (72%) of white crystalline solid. (2-Amino-4-chloro-phenyl)-acetic acid (700 mg, 3.8 mmol) was then dissolved in ...